Dataset: the Open Reaction Database (ORD), a public repository of structured organic reaction records. Task: describe an organic reaction: reactants, conditions, products, and yield Run at time 6 day. The reactants are C(C)OCC (diethylether), C(C1=CC=CC=C1)OC1=C(CN(CC)C2=CC=C(N=N2)C(=O)N)C=C(C=C1)Br (6-[N-(2-Benzyloxy-5-bromobenzyl)-N-ethylamino]pyridazine-3-carboxamide), CSC.B(Cl)(Cl)Cl (boron trichloride dimethyl sulphide), C([O-])(O)=O.[Na+] (sodium bicarbonate). The yield is 52.3%. Reaction SMILES: C([O:8][C:9]1[CH:27]=[CH:26][C:25]([Br:28])=[CH:24][C:10]=1[CH2:11][N:12]([C:15]1[N:20]=[N:19][C:18]([C:21]([NH2:23])=[O:22])=[CH:17][CH:16]=1)[CH2:13][CH3:14])C1C=CC=CC=1.CSC.B(Cl)(Cl)Cl.C(=O)(O)[O-].[Na+].C(OCC)C>ClCCl.CO>[Br:28][C:25]1[CH:26]=[CH:27][C:9]([OH:8])=[C:10]([CH:24]=1)[CH2:11][N:12]([C:15]1[N:20]=[N:19][C:18]([C:21]([NH2:23])=[O:22])=[CH:17][CH:16]=1)[CH2:13][CH3:14] |f:1.2,3.4|. The solvent is CO (methanol), ClCCl (dichloromethane), ClCCl (dichloromethane), ClCCl (Dichloromethane). Procedure: 6-[N-(2-Benzyloxy-5-bromobenzyl)-N-ethylamino]pyridazine-3-carboxamide (3.24 g, 7.3 mmol) in dichloromethane (50 ml) was treated with boron trichloride dimethyl sulphide reagent (18.5 ml, 2M solution) in dichloromethane (37 mmol) and the solution stirred at ambient temperature for 6 days. The mixture was carefully treated with excess aqueous sodium bicarbonate solution to give a pH of around 9. Dichloromethane was added, the organic and aqueous layers separated and the aqueous layer washed with ... Product: BrC=1C=CC(=C(CN(CC)C2=CC=C(N=N2)C(=O)N)C1)O (6-[N-(5-bromo-2-hydroxybenzyl)-N-ethylamino]-pyridazine-3-carboxamide). The reactants are [H-].[Na+] (Sodium hydride), C1(=CC=CC=C1)O (phenol), C(C1=CC=CC=C1)N1CCC(CC1)CCNC1=C(C(=NC(=C1C)C)Cl)[N+](=O)[O-] (N-[2-(1-benzylpiperidin-4-yl)ethyl]-2-chloro-5,6-dimethyl-3-nitropyridin-4-amine), [O-]C1=CC=CC=C1 (phenoxide). The solvent is COCCOCCOC (diglyme), COCCOCCOC (diglyme). Run at time 15 minute. Yields the product C(C1=CC=CC=C1)N1CCC(CC1)CCNC1=C(C(=NC(=C1[N+](=O)[O-])OC1=CC=CC=C1)C)C (N-[2-(1-benzylpiperidin-4-yl)ethyl]-2,3-dimethyl-5-nitro-6-phenoxypyridin-4-amine). Yield: 47.2%. Reaction SMILES: [H-].[Na+].[C:3]1([OH:9])[CH:8]=[CH:7][CH:6]=[CH:5][CH:4]=1.[CH2:10]([N:17]1[CH2:22][CH2:21][CH:20]([CH2:23][CH2:24][NH:25][C:26]2[C:31]([CH3:32])=[C:30]([CH3:33])[N:29]=[C:28](Cl)[C:27]=2[N+:35]([O-:37])=[O:36])[CH2:19][CH2:18]1)[C:11]1[CH:16]=[CH:15][CH:14]=[CH:13][CH:12]=1.[O-]C1C=CC=CC=1>COCCOCCOC>[CH2:10]([N:17]1[CH2:22][CH2:21][CH:20]([CH2:23][CH2:24][NH:25][C:26]2[C:27]([N+:35]([O-:37])=[O:36])=[C:28]([O:9][C:3]3[CH:8]=[CH:7][CH:6]=[CH:5][CH:4]=3)[N:29]=[C:30]([CH3:33])[C:31]=2[CH3:32])[CH2:19][CH2:18]1)[C:11]1[CH:16]=[CH:15][CH:14]=[CH:13][CH:12]=1 |f:0.1|. Procedure details: Sodium hydride (1.196 g of 60%, 29.9 mmol) was added to a solution of phenol (2.81 g, 29.9 mol) in diglyme (40 mL). The mixture was stirred for 15 minutes after the cessation of gas evolution. A solution of N-[2-(1-benzylpiperidin-4-yl)ethyl]-2-chloro-5,6-dimethyl-3-nitropyridin-4-amine (10.9 g, 27.2 mmol) in hot diglyme was added to the phenoxide mixture. The reaction mixture was heated at reflux for 1.5 hours, cooled to ambient temperature, and then concentrated to remove the diglyme (60° C. b...